From a dataset of the Open Reaction Database (ORD), a public repository of structured organic reaction records. describe an organic reaction: reactants, conditions, products, and yield Reactants: BrC1=NC(=CC=C1)C1OCCO1 (2-bromo-6-(1,3-dioxolan-2-yl)pyridine), C1(CC1)[Mg]Br (cyclopropylmagnesium bromide). The reagents and catalysts are [Cl-].[Zn+2].[Cl-] (zinc chloride), C=1C=CC(=CC1)[P](C=2C=CC=CC2)(C=3C=CC=CC3)[Pd]([P](C=4C=CC=CC4)(C=5C=CC=CC5)C=6C=CC=CC6)([P](C=7C=CC=CC7)(C=8C=CC=CC8)C=9C=CC=CC9)[P](C=1C=CC=CC1)(C=1C=CC=CC1)C=1C=CC=CC1 (Pd(PPh3)4), [O-]S(=O)(=O)[O-].[Zn+2] (zincate). The solvent is C1CCOC1 (THF), C1CCOC1 (THF), C1CCOC1 (THF). Conditions: time 1 hour. Product: C1(CC1)C1=NC(=CC=C1)C1OCCO1 (2-Cyclopropyl-6-(1,3-dioxolan-2-yl)pyridine). Isolated yield 93.0%. RXN SMILES: [CH:1]1([Mg]Br)[CH2:3][CH2:2]1.Br[C:7]1[CH:12]=[CH:11][CH:10]=[C:9]([CH:13]2[O:17][CH2:16][CH2:15][O:14]2)[N:8]=1>C1COCC1.[Cl-].[Zn+2].[Cl-].[O-]S([O-])(=O)=O.[Zn+2].C1C=CC([P]([Pd]([P](C2C=CC=CC=2)(C2C=CC=CC=2)C2C=CC=CC=2)([P](C2C=CC=CC=2)(C2C=CC=CC=2)C2C=CC=CC=2)[P](C2C=CC=CC=2)(C2C=CC=CC=2)C2C=CC=CC=2)(C2C=CC=CC=2)C2C=CC=CC=2)=CC=1>[CH:1]1([C:7]2[CH:12]=[CH:11][CH:10]=[C:9]([CH:13]3[O:14][CH2:15][CH2:16][O:17]3)[N:8]=2)[CH2:3][CH2:2]1 |f:3.4.5,6.7,^1:35,37,56,75|. Procedure details: To a stirred solution of 0.5 M zinc chloride in THF (9.1 mL, 4.55 mmol) under N2, cooled to −78° C. was added dropwise a solution of 0.5 M cyclopropylmagnesium bromide in THF (9.1 mL, 4.55 mmol). The reaction mixture was warmed to RT and stirred for 1 h. The resulting zincate was transferred via syringe to a sealed tube containing a solution of 2-bromo-6-(1,3-dioxolan-2-yl)pyridine of Step B (694.3 mg, 3.03 mmol) and Pd(PPh3)4 in dry THF (3 mL). The reaction mixture was degassed, sealed and heat... The reactants are C(N)(=O)C1=CC=C2C(N(C(NC2=C1)=O)CCCCN1CCC(=CC1)C1=CC=CC=C1)=O (7-carbamoyl-3-[4-(4-phenyl-1,2,3,6-tetrahydropyridin-1-yl)butyl]-1,2,3,4-tetrahydroquinazoline-2,4-dione), [OH-].[Na+] (sodium hydroxide), Cl (hydrochloric acid). The solvent is C(C)O (ethanol). Product: C(=O)(O)C1=CC=C2C(N(C(NC2=C1)=O)CCCCN1CCC(=CC1)C1=CC=CC=C1)=O (7-carboxy-3-[4-(4-phenyl-1,2,3,6-tetrahydropyridin-1-yl)butyl]-1,2,3,4-tetrahydroquinazoline-2,4-dione). Reaction SMILES: [C:1]([C:4]1[CH:13]=[C:12]2[C:7]([C:8](=[O:31])[N:9]([CH2:15][CH2:16][CH2:17][CH2:18][N:19]3[CH2:24][CH:23]=[C:22]([C:25]4[CH:30]=[CH:29][CH:28]=[CH:27][CH:26]=4)[CH2:21][CH2:20]3)[C:10](=[O:14])[NH:11]2)=[CH:6][CH:5]=1)(=[O:3])N.[OH-:32].[Na+].Cl>C(O)C>[C:1]([C:4]1[CH:13]=[C:12]2[C:7]([C:8](=[O:31])[N:9]([CH2:15][CH2:16][CH2:17][CH2:18][N:19]3[CH2:24][CH:23]=[C:22]([C:25]4[CH:26]=[CH:27][CH:28]=[CH:29][CH:30]=4)[CH2:21][CH2:20]3)[C:10](=[O:14])[NH:11]2)=[CH:6][CH:5]=1)([OH:32])=[O:3] |f:1.2|. Procedure: A mixture of 7-carbamoyl-3-[4-(4-phenyl-1,2,3,6-tetrahydropyridin-1-yl)butyl]-1,2,3,4-tetrahydroquinazoline-2,4-dione (0.15 g), 1N sodium hydroxide solution (5 ml) and ethanol (5 ml) was stirred under reflux for 10 hours. After cooling, 1N hydrochloric acid (6 ml) was added and the precipitated crystals were collected to give 7-carboxy-3-[4-(4-phenyl-1,2,3,6-tetrahydropyridin-1-yl)butyl]-1,2,3,4-tetrahydroquinazoline-2,4-dione (0.15 g). The reactants are Cl.COC=1C=C2CC(C(C2=CC1OC)=O)CN1CCC2(C(NCN2C2=CC=CC=C2)=O)CC1 (8-[(2,3-Dihydro-5,6-dimethoxy-1-oxo-1H-inden-2-yl)methyl]-1-phenyl-1,3,8-triazaspiro[4.5]decan-4-one, hydrochloride), [BH4-].[Na+] (sodium borohydride). Solvent: O (water), CO (methanol). Run at time 16 hour. Product: O[C@H]1[C@@H](CC2=CC(=C(C=C12)OC)OC)CN1CCC2(C(NCN2C2=CC=CC=C2)=O)CC1 (trans-8-[(2,3-Dihydro-1-hydroxy-5,6-dimethoxy-1H-inden-2-yl)methyl]-1-phenyl-1,3,8-triazaspiro[4.5]decan-4-one). Reaction SMILES: Cl.[CH3:2][O:3][C:4]1[CH:5]=[C:6]2[C:10](=[CH:11][C:12]=1[O:13][CH3:14])[C:9](=[O:15])[CH:8]([CH2:16][N:17]1[CH2:33][CH2:32][C:20]3([N:24]([C:25]4[CH:30]=[CH:29][CH:28]=[CH:27][CH:26]=4)[CH2:23][NH:22][C:21]3=[O:31])[CH2:19][CH2:18]1)[CH2:7]2.[BH4-].[Na+]>CO.O>[OH:15][C@@H:9]1[C:10]2[C:6](=[CH:5][C:4]([O:3][CH3:2])=[C:12]([O:13][CH3:14])[CH:11]=2)[CH2:7][C@H:8]1[CH2:16][N:17]1[CH2:18][CH2:19][C:20]2([N:24]([C:25]3[CH:30]=[CH:29][CH:28]=[CH:27][CH:26]=3)[CH2:23][NH:22][C:21]2=[O:31])[CH2:32][CH2:33]1 |f:0.1,2.3|. Procedure details: 8-[(2,3-Dihydro-5,6-dimethoxy-1-oxo-1H-inden-2-yl)methyl]-1-phenyl-1,3,8-triazaspiro[4.5]decan-4-one, hydrochloride (1:1) (20.0 g finely ground) is slurried in methanol (400 ml), cooled in ice, and treated dropwise with an excess of sodium borohydride dissolved in water (75 ml). The resulting mixture is stirred for 16 hours at room temperature. Dilution with water (400 ml), extraction with methylene chloride, and concentration of the dried methylene chloride extracts in vacuo yield the crude pro... Reactants: C1OC=2C=C(C=CC2O1)O (3,4-methylendioxyphenol), [OH-].[K+] (potassium hydroxide), C(C)OCCCC(=CCBr)C (6-ethoxy-1-bromo-3-methyl-2-hexene). The solvent is COCCOC (1,2-dimethoxyethane). Conditions: time 2 hour. Product: C(C)OCCCC(=CCOC1=CC2=C(OCO2)C=C1)C (5-(6-ethoxy-3-methyl-2-hexenyloxy)-1,3-benzodioxol). RXN SMILES: [CH2:1]([O:3][CH2:4][CH2:5][CH2:6][C:7]([CH3:11])=[CH:8][CH2:9]Br)[CH3:2].[CH2:12]1[O:20][C:19]2[CH:18]=[CH:17][C:16]([OH:21])=[CH:15][C:14]=2[O:13]1.[OH-].[K+]>COCCOC>[CH2:1]([O:3][CH2:4][CH2:5][CH2:6][C:7]([CH3:11])=[CH:8][CH2:9][O:21][C:16]1[CH:17]=[CH:18][C:19]2[O:20][CH2:12][O:13][C:14]=2[CH:15]=1)[CH3:2] |f:2.3|. Procedure details: 2.21 g (0.01 mol) of 6-ethoxy-1-bromo-3-methyl-2-hexene are added at 5° and while stirring to 1.38 g (0.01 mol) of 3,4-methylendioxyphenol and 0.56 g (0.01 mol) of potassium hydroxide in 50 cc of 1,2-dimethoxyethane. After stirring at 5° for 2 hours the mixture is stirred at 20°-25° during the course of 60 hours, is subsequently filtered and the filtrate is evaporated at reduced pressure. The residue is taken up in ether, is washed with water, dried with sodium sulphate, and the ether is distill... The reactants are C1(CCC1)COCCC1=CC=C(OCC2CO2)C=C1 (1-[4-(2-cyclobutylmethoxyethyl)phenoxy]-2,3-epoxypropane), NCCOC1=CC=C(C=C1)C=1CCC(NN1)=O (6-[4-(2-aminoethoxy)-phenyl]-4,5-dihydro-3(2H)-pyridazinone). Yields the product C1(CCC1)COCCC1=CC=C(OCC(CNCCOC2=CC=C(C=C2)C=2CCC(NN2)=O)O)C=C1 (6-[4-[2-[3-(4-(2-Cyclobutylmethoxy-ethyl)phenoxy)-2-hydroxypropylamino]ethoxy]phenyl]-4,5-dihydro-3(2H)-pyridazinone). As a reaction SMILES: [CH:1]1([CH2:5][O:6][CH2:7][CH2:8][C:9]2[CH:19]=[CH:18][C:12]([O:13][CH2:14][CH:15]3[O:17][CH2:16]3)=[CH:11][CH:10]=2)[CH2:4][CH2:3][CH2:2]1.[NH2:20][CH2:21][CH2:22][O:23][C:24]1[CH:29]=[CH:28][C:27]([C:30]2[CH2:31][CH2:32][C:33](=[O:36])[NH:34][N:35]=2)=[CH:26][CH:25]=1>>[CH:1]1([CH2:5][O:6][CH2:7][CH2:8][C:9]2[CH:19]=[CH:18][C:12]([O:13][CH2:14][CH:15]([OH:17])[CH2:16][NH:20][CH2:21][CH2:22][O:23][C:24]3[CH:25]=[CH:26][C:27]([C:30]4[CH2:31][CH2:32][C:33](=[O:36])[NH:34][N:35]=4)=[CH:28][CH:29]=3)=[CH:11][CH:10]=2)[CH2:4][CH2:3][CH2:2]1. Reported procedure: Prepared analogously to Example 1 from 1-[4-(2-cyclobutylmethoxyethyl)phenoxy]-2,3-epoxypropane and 6-[4-(2-aminoethoxy)-phenyl]-4,5-dihydro-3(2H)-pyridazinone. Reactants: C(C)P(=O)(CC(C(=O)OC)C)O (methyl 3-(ethylhydroxyphosphinyl)-2-methylpropionate), [O-]CCCC.[O-]CCCC.[O-]CCCC.[O-]CCCC.[Ti+4] (titanium tetrabutoxide). The solvent is C1(=CC=CC=C1)C (toluene). The product is [Ti].C(C)P(=O)(CC(C(=O)OC)C)O (methyl 3-(ethylhydroxyphosphinyl)-2-methylpropionate titanium salt). Yield: 196.9%. Reaction SMILES: [CH2:1]([P:3]([OH:12])([CH2:5][CH:6]([CH3:11])[C:7]([O:9][CH3:10])=[O:8])=[O:4])[CH3:2].[O-]CCCC.[O-]CCCC.[O-]CCCC.[O-]CCCC.[Ti+4:33]>C1(C)C=CC=CC=1>[Ti:33].[CH2:1]([P:3]([OH:12])([CH2:5][CH:6]([CH3:11])[C:7]([O:9][CH3:10])=[O:8])=[O:4])[CH3:2] |f:1.2.3.4.5,7.8|. Procedure: 177 g (1 mol) of methyl 3-(ethylhydroxyphosphinyl)-2-methylpropionate (produced as in Example 6) and 140 g of titanium tetrabutoxide are refluxed in 500 ml of toluene for 40 hours. The resulting butanol is distilled off from time to time with proportions of toluene. The solution formed is subsequently freed of solvent to leave 196 g of methyl 3-(ethylhydroxyphosphinyl)-2-methylpropionate titanium salt. Yields the product Cc1ccc(NC(=O)C(COC(C)CO)Oc2ncnc3c2cnn3-c2c(Cl)cccc2C#N)nc1. Reactants: C1CCOC1, CCCC[N+](CCCC)(CCCC)CCCC, Cc1ccc(NC(=O)C(COC(C)CO[Si](C(C)C)(C(C)C)C(C)C)Oc2ncnc3c2cnn3-c2c(Cl)cccc2C#N)nc1, [F-]. Reaction SMILES: [CH2:65]1[O:66][CH2:67][CH2:68][CH2:69]1.[CH3:2][CH2:3][CH2:4][CH2:5][N+:6]([CH2:7][CH2:8][CH2:9][CH3:10])([CH2:11][CH2:12][CH2:13][CH3:14])[CH2:15][CH2:16][CH2:17][CH3:18].[Cl:19][c:20]1[c:21](-[n:28]2[n:29][cH:30][c:31]3[c:32]2[n:33][cH:34][n:35][c:36]3[O:37][CH:38]([C:39](=[O:40])[NH:41][c:42]2[n:43][cH:44][c:45]([CH3:48])[cH:46][cH:47]2)[CH2:49][O:50][CH:51]([CH2:52][O:53][Si:54]([CH:55]([CH3:56])[CH3:57])([CH:58]([CH3:59])[CH3:60])[CH:61]([CH3:62])[CH3:63])[CH3:64])[c:22]([C:26]#[N:27])[cH:23][cH:24][cH:25]1.[F-:1]>>[Cl:19][c:20]1[c:21](-[n:28]2[n:29][cH:30][c:31]3[c:32]2[n:33][cH:34][n:35][c:36]3[O:37][CH:38]([C:39](=[O:40])[NH:41][c:42]2[n:43][cH:44][c:45]([CH3:48])[cH:46][cH:47]2)[CH2:49][O:50][CH:51]([CH2:52][OH:53])[CH3:64])[c:22]([C:26]#[N:27])[cH:23][cH:24][cH:25]1.